From a dataset of the Open Reaction Database (ORD), a public repository of structured organic reaction records. describe an organic reaction: reactants, conditions, products, and yield Reactants: NC1=CC(=C(C(=O)O)C=C1)[N+](=O)[O-] (4-amino-2-nitro-benzoic acid), C([O-])([O-])=O.[Na+].[Na+] (sodium carbonate), C1=CC=CC=2C3=CC=CC=C3C(C12)COC(=O)Cl (9-fluorenylmethyl-chloroformate), O1CCOCC1 (dioxane). The solvent is O (water). Reaction conditions: time 20 hour. The product is C1=CC=CC=2C3=CC=CC=C3C(C12)COC(=O)NC1=CC(=C(C(=O)O)C=C1)[N+](=O)[O-] (4-(((9H-fluorene-9-yl)methoxy)carbonylamino)-2-nitrobenzoic acid). Yield: 67.2%. As a reaction SMILES: [NH2:1][C:2]1[CH:10]=[CH:9][C:5]([C:6]([OH:8])=[O:7])=[C:4]([N+:11]([O-:13])=[O:12])[CH:3]=1.C(=O)([O-])[O-].[Na+].[Na+].[CH:20]1[C:32]2[CH:31]([CH2:33][O:34][C:35](Cl)=[O:36])[C:30]3[C:25](=[CH:26][CH:27]=[CH:28][CH:29]=3)[C:24]=2[CH:23]=[CH:22][CH:21]=1.O1CCOCC1>O>[CH:20]1[C:32]2[CH:31]([CH2:33][O:34][C:35]([NH:1][C:2]3[CH:10]=[CH:9][C:5]([C:6]([OH:8])=[O:7])=[C:4]([N+:11]([O-:13])=[O:12])[CH:3]=3)=[O:36])[C:30]3[C:25](=[CH:26][CH:27]=[CH:28][CH:29]=3)[C:24]=2[CH:23]=[CH:22][CH:21]=1 |f:1.2.3|. Reported procedure: To a solution of 11.4 g 4-amino-2-nitro-benzoic acid in 228 ml of water containing 6.63 g of sodium carbonate were added 17.0 g of 9-fluorenylmethyl-chloroformate and dropwise 20 ml of dioxane. After stirring for 20 hours under nitrogen, the mixture was filtered and the filtrate was washed five times with methyl-tert.-butylether. Residual methyl-tert.-butylether was removed from the aqueous phase by evaporation under vacuum. To the aqueous phase were added 456 g of 0° C. cold water. The mixture ...